The task is: describe an organic reaction: reactants, conditions, products, and yield. This data is from the Open Reaction Database (ORD), a public repository of structured organic reaction records. The reactants are N1C=C(C2=CC=CC=C12)C[C@H](C(=O)N1CC2(C(CN(C2=O)C(C)C)C2=CC=CC=C2)CCC1)NC(C(C)(C)NC(OC(C)(C)C)=O)=O (tert-butyl 1-((2R)-3-(1H-indol-3-yl)-1-(2-isopropyl-1-oxo-4-phenyl-2,7-diazaspiro[4.5]decan-7-yl)-1-oxopropan-2-ylamino)-2-methyl-1-oxopropan-2-ylcarbamate), C(=O)(C(F)(F)F)O (TFA), CO (methanol). The solvent is C(Cl)Cl (DCM). Yields the product N1C=C(C2=CC=CC=C12)C[C@H](C(=O)N1CC2(C(CN(C2=O)C(C)C)C2=CC=CC=C2)CCC1)NC(C(C)(C)N)=O (N-((2R)-3-(1H-indol-3-yl)-1-(2-isopropyl-1-oxo-4-phenyl-2,7-diazaspiro[4.5]decan-7-yl)-1-oxopropan-2-yl)-2-amino-2-methylpropanamide). RXN SMILES: [NH:1]1[C:9]2[C:4](=[CH:5][CH:6]=[CH:7][CH:8]=2)[C:3]([CH2:10][C@@H:11]([NH:34][C:35](=[O:47])[C:36]([NH:39]C(=O)OC(C)(C)C)([CH3:38])[CH3:37])[C:12]([N:14]2[CH2:33][CH2:32][CH2:31][C:16]3([C:20](=[O:21])[N:19]([CH:22]([CH3:24])[CH3:23])[CH2:18][CH:17]3[C:25]3[CH:30]=[CH:29][CH:28]=[CH:27][CH:26]=3)[CH2:15]2)=[O:13])=[CH:2]1.C(O)(C(F)(F)F)=O.CO>C(Cl)Cl>[NH:1]1[C:9]2[C:4](=[CH:5][CH:6]=[CH:7][CH:8]=2)[C:3]([CH2:10][C@@H:11]([NH:34][C:35](=[O:47])[C:36]([NH2:39])([CH3:38])[CH3:37])[C:12]([N:14]2[CH2:33][CH2:32][CH2:31][C:16]3([C:20](=[O:21])[N:19]([CH:22]([CH3:24])[CH3:23])[CH2:18][CH:17]3[C:25]3[CH:30]=[CH:29][CH:28]=[CH:27][CH:26]=3)[CH2:15]2)=[O:13])=[CH:2]1. Procedure: A mixture comprising tert-butyl 1-((2R)-3-(1H-indol-3-yl)-1-(2-isopropyl-1-oxo-4-phenyl-2,7-diazaspiro[4.5]decan-7-yl)-1-oxopropan-2-ylamino)-2-methyl-1-oxopropan-2-ylcarbamate (450.21 mg, 0.699 mmol) (step 1) and TFA (0.539 ml, 6.99 mmol) in DCM (5 ml) was stirred at room temperature for 17 hours. The solvent was removed in vacuo to afford a purple oil. The oil was dissolved with methanol (3 ml) and passed through a 10 g SCX-2 cartridge eluting with 2M NH3 in methanol (70 ml). The solvent was r... Starting materials: CS(=O)(=O)C1=NC=CC(=N1)N1C=NC2=C1C=CC=C2 (2-Methanesulfonyl-4-[benzimidazol-1-yl]pyrimidine), C(C1=CC=CC=C1)OC(=O)N1CCC(CC1)CN (1-Benzyloxycarbonyl-4-(aminomethyl)piperidine). The solvent is CN(C)C=O.C1(=CC=CC=C1)C (DMF toluene), CCOC(=O)C (EtOAc). Conditions: temperature 100 celsius. Product: C(C1=CC=CC=C1)OC(=O)N1CCC(CC1)CNC1=NC=CC(=N1)N1C=NC2=C1C=CC=C2 (2-[1-(1-Benzyloxycarbonylpiperidin-4-yl)-methylamino]-4-[benzimidazol-1-yl]pyrimidine). Isolated yield 56.6%. Reaction SMILES: CS([C:5]1[N:10]=[C:9]([N:11]2[C:15]3[CH:16]=[CH:17][CH:18]=[CH:19][C:14]=3[N:13]=[CH:12]2)[CH:8]=[CH:7][N:6]=1)(=O)=O.[CH2:20]([O:27][C:28]([N:30]1[CH2:35][CH2:34][CH:33]([CH2:36][NH2:37])[CH2:32][CH2:31]1)=[O:29])[C:21]1[CH:26]=[CH:25][CH:24]=[CH:23][CH:22]=1>CN(C=O)C.C1(C)C=CC=CC=1.CCOC(C)=O>[CH2:20]([O:27][C:28]([N:30]1[CH2:35][CH2:34][CH:33]([CH2:36][NH:37][C:5]2[N:10]=[C:9]([N:11]3[C:15]4[CH:16]=[CH:17][CH:18]=[CH:19][C:14]=4[N:13]=[CH:12]3)[CH:8]=[CH:7][N:6]=2)[CH2:32][CH2:31]1)=[O:29])[C:21]1[CH:26]=[CH:25][CH:24]=[CH:23][CH:22]=1 |f:2.3|. Procedure: 2-Methanesulfonyl-4-[benzimidazol-1-yl]pyrimidine (EXAMPLE 1) (115 mg, 0.42 mnmol) and 1-Benzyloxycarbonyl-4-(aminomethyl)piperidine (122 mg, 0.49 mmol) were dissolved in DMF-toluene (1:1, 5 mL), and the mixture was heated at 100° C. for 5 h. After cooling, the mixture was diluted with EtOAc and washed with H2O to remove DMF followed by brine. The organic extract was dried over Na2SO4, and the solvent was removed under reduced pressure to give 105 mg of the title compound. Partial 1H NMR (500 MH...